Dataset: the Open Reaction Database (ORD), a public repository of structured organic reaction records. Task: describe an organic reaction: reactants, conditions, products, and yield Yields the product CC(C)(C)OC(=O)C1C(C=CC(=O)OC2CCC2)C1(C)C. Reactants: CC(C)(C)OC(=O)C1C(C=CC(=O)O)C1(C)C, ClCCl, CN(C)c1ccncc1, OC1CCC1, C(=NC1CCCCC1)=NC1CCCCC1. Reaction SMILES: [C:6]([CH3:7])([CH3:8])([CH3:9])[O:10][C:11](=[O:12])[CH:13]1[C:14]([CH3:21])([CH3:22])[CH:15]1[CH:16]=[CH:17][C:18](=[O:19])[OH:20].[CH2:38]([Cl:39])[Cl:40].[CH3:41][N:42]([CH3:43])[c:44]1[cH:45][cH:46][n:47][cH:48][cH:49]1.[CH:1]1([OH:5])[CH2:2][CH2:3][CH2:4]1.[CH:23]1([N:24]=[C:25]=[N:26][CH:27]2[CH2:28][CH2:29][CH2:30][CH2:31][CH2:32]2)[CH2:33][CH2:34][CH2:35][CH2:36][CH2:37]1>>[CH:1]1([O:5][C:18]([CH:17]=[CH:16][CH:15]2[CH:13]([C:11]([O:10][C:6]([CH3:7])([CH3:8])[CH3:9])=[O:12])[C:14]2([CH3:21])[CH3:22])=[O:19])[CH2:2][CH2:3][CH2:4]1. The reactants are [Cl-].[NH4+] (ammonium chloride), CSC(C(=O)OC)C1=CC2=CC=C(C=C2C=C1)OC (Methyl α-methylthio-α-(6-methoxy-2-naphthyl)acetate), CI (methyl iodide), [H-].[Na+] (sodium hydride). Solvent: CN(C=O)C (dimethylformamide). Reaction conditions: time 10 minute. The product is CSC(C(=O)OC)(C)C1=CC2=CC=C(C=C2C=C1)OC (methyl α-methylthio-α-(6-methoxy-2-naphthyl)propionate). The yield is 86.0%. RXN SMILES: [CH3:1][S:2][CH:3]([C:8]1[CH:17]=[CH:16][C:15]2[C:10](=[CH:11][CH:12]=[C:13]([O:18][CH3:19])[CH:14]=2)[CH:9]=1)[C:4]([O:6][CH3:7])=[O:5].[H-].[Na+].[CH3:22]I.[Cl-].[NH4+]>CN(C)C=O>[CH3:1][S:2][C:3]([C:8]1[CH:17]=[CH:16][C:15]2[C:10](=[CH:11][CH:12]=[C:13]([O:18][CH3:19])[CH:14]=2)[CH:9]=1)([CH3:22])[C:4]([O:6][CH3:7])=[O:5] |f:1.2,4.5|. Procedure: Methyl α-methylthio-α-(6-methoxy-2-naphthyl)acetate (420 mg) was dissolved in 5 ml of dimethylformamide, and 60 mg (65% content) of sodium hydride was added. The mixture was stirred at room temperature for 10 minutes. Then, 0.20 ml of methyl iodide was added, and the mixture was stirred at room temperature for 30 minutes. An aqueous solution of ammonium chloride (0.5 g/30 ml) was added and the mixture was extracted three times with 20 ml of diethyl ether. The organic layer was washed twice with ... Starting materials: tetramethyl t-butyl XPhos, N1C(CCC1)=O (2-pyrrolidinone), ClC=1C=C(C=C(C1)[N+](=O)[O-])N1CCOCC1 (4-(3-chloro-5-nitrophenyl)morpholine), P(=O)([O-])([O-])[O-].[K+].[K+].[K+] (tripotassium phosphate). The reagents and catalysts are C(C)(=O)[O-].[Pd+2].C(C)(=O)[O-] (palladium (II) acetate). The solvent is C(C)(C)(C)O (tert-butanol). Product: O1CCN(CC1)C=1C=C(C=C(C1)[N+](=O)[O-])N1C(CCC1)=O (1-(3-morpholino-5-nitrophenyl)pyrrolidin-2-one). RXN SMILES: Cl[C:2]1[CH:3]=[C:4]([N:11]2[CH2:16][CH2:15][O:14][CH2:13][CH2:12]2)[CH:5]=[C:6]([N+:8]([O-:10])=[O:9])[CH:7]=1.P([O-])([O-])([O-])=O.[K+].[K+].[K+].[NH:25]1[CH2:29][CH2:28][CH2:27][C:26]1=[O:30]>C([O-])(=O)C.[Pd+2].C([O-])(=O)C.C(O)(C)(C)C>[O:14]1[CH2:15][CH2:16][N:11]([C:4]2[CH:3]=[C:2]([N:25]3[CH2:29][CH2:28][CH2:27][C:26]3=[O:30])[CH:7]=[C:6]([N+:8]([O-:10])=[O:9])[CH:5]=2)[CH2:12][CH2:13]1 |f:1.2.3.4,6.7.8|. Procedure: Prepared according to Procedure W using palladium (II) acetate (4.63 mg, 0.021 mmol), tetramethyl t-butyl XPhos (0.030 g, 0.062 mmol), 4-(3-chloro-5-nitrophenyl)morpholine (0.100 g, 0.412 mmol), tripotassium phosphate (0.122 g, 0.577 mmol), 2-pyrrolidinone (0.044 mL, 0.577 mmol), and tert-butanol (1 mL). Purification by column chromatography (silica; 0-50% EtOAc in hexanes) afforded 1-(3-morpholino-5-nitrophenyl)pyrrolidin-2-one as an orange amorphous solid. Mass Spectrum (ESI) m/e=292.2 (M+1). The reactants are Cl (hydrochloric acid), ClC=1OC(=C(N1)C1=CC=C(C=C1)Cl)CCC(=O)O (3-[2-chloro-4-(4-chlorophenyl)-5-oxazolyl]propionic acid), Cl.SC1=NC=CC(=N1)C (2-mercapto-4-methylpyrimidine hydrochloride), C([O-])([O-])=O.[K+].[K+] (potassium carbonate). The solvent is CN(C=O)C (N,N-dimethylformamide), O (water). The product is ClC1=CC=C(C=C1)C=1N=C(OC1CCC(=O)O)SC1=NC=CC(=N1)C (4-(4-chlorophenyl)-2-[(4-methylpyrimidin-2-yl)sulfanyl]-5-oxazolepropionic acid). Yield: 87.8%. As a reaction SMILES: Cl[C:2]1[O:3][C:4]([CH2:14][CH2:15][C:16]([OH:18])=[O:17])=[C:5]([C:7]2[CH:12]=[CH:11][C:10]([Cl:13])=[CH:9][CH:8]=2)[N:6]=1.Cl.[SH:20][C:21]1[N:26]=[C:25]([CH3:27])[CH:24]=[CH:23][N:22]=1.C(=O)([O-])[O-].[K+].[K+].Cl>O.CN(C)C=O>[Cl:13][C:10]1[CH:11]=[CH:12][C:7]([C:5]2[N:6]=[C:2]([S:20][C:21]3[N:26]=[C:25]([CH3:27])[CH:24]=[CH:23][N:22]=3)[O:3][C:4]=2[CH2:14][CH2:15][C:16]([OH:18])=[O:17])=[CH:8][CH:9]=1 |f:1.2,3.4.5|. Procedure details: A mixed solution of 3-[2-chloro-4-(4-chlorophenyl)-5-oxazolyl]propionic acid (1.43 g), 2-mercapto-4-methylpyrimidine hydrochloride (1.05 g), potassium carbonate (2.76 g) and N,N-dimethylformamide (20 mL) was stirred at 110° C. under a nitrogen atmosphere for 10 hrs. The reaction mixture was diluted with water, and acidified with 2N aqueous hydrochloric acid solution. The precipitated crystals were collected by filtration and recrystallized from methanol to give 3-[4-(4-chlorophenyl)-2-[(4-methyl... RXN SMILES: [C:1]([CH3:2])([CH3:3])([CH3:4])[O:5][C:6](=[O:7])[n:8]1[c:9](-[c:19]2[c:20](=[O:29])[nH:21][c:22]3[cH:23][cH:24][cH:25][cH:26][c:27]3[cH:28]2)[cH:10][c:11]2[cH:12][c:13]([CH:17]=[O:18])[cH:14][cH:15][c:16]12.[C:40]([O:41][BH-:42]([O:43][C:44](=[O:45])[CH3:46])[O:47][C:48](=[O:49])[CH3:50])(=[O:51])[CH3:52].[CH3:65][C:66](=[O:67])[OH:68].[Cl:61][CH:62]([Cl:63])[CH3:64].[H-:60].[Mg+2:54].[Na+:53].[O-:55][S:56]([O-:57])(=[O:58])=[O:59].[OH:30][CH2:31][C:32](=[O:33])[N:34]1[CH2:35][CH2:36][NH:37][CH2:38][CH2:39]1>>[C:1]([CH3:2])([CH3:3])([CH3:4])[O:5][C:6](=[O:7])[n:8]1[c:9](-[c:19]2[c:20](=[O:29])[nH:21][c:22]3[cH:23][cH:24][cH:25][cH:26][c:27]3[cH:28]2)[cH:10][c:11]2[cH:12][c:13]([CH2:17][N:37]3[CH2:36][CH2:35][N:34]([C:32]([CH2:31][OH:30])=[O:33])[CH2:39][CH2:38]3)[cH:14][cH:15][c:16]12. The product is CC(C)(C)OC(=O)n1c(-c2cc3ccccc3[nH]c2=O)cc2cc(CN3CCN(C(=O)CO)CC3)ccc21. Starting materials: CC(C)(C)OC(=O)n1c(-c2cc3ccccc3[nH]c2=O)cc2cc(C=O)ccc21, CC(=O)O[BH-](OC(C)=O)OC(C)=O, CC(=O)O, CC(Cl)Cl, [H-], [Mg+2], [Na+], O=S(=O)([O-])[O-], O=C(CO)N1CCNCC1.